From a dataset of the Open Reaction Database (ORD), a public repository of structured organic reaction records. describe an organic reaction: reactants, conditions, products, and yield Reactants: CCCC[P+](CCCC)(CCCC)Cc1ccccc1, [Cl-], CCCCCCCCCl, Cl[SiH](Cl)Cl. The product is CCCCCCCC[Si](Cl)(Cl)Cl. RXN SMILES: [CH2:2]([P+:3]([CH2:4][CH2:5][CH2:6][CH3:7])([CH2:8][CH2:9][CH2:10][CH3:11])[CH2:12][CH2:13][CH2:14][CH3:15])[c:16]1[cH:17][cH:18][cH:19][cH:20][cH:21]1.[Cl-:1].[Cl:22][CH2:23][CH2:24][CH2:25][CH2:26][CH2:27][CH2:28][CH2:29][CH3:30].[Cl:31][SiH:32]([Cl:33])[Cl:34]>>[CH2:23]([CH2:24][CH2:25][CH2:26][CH2:27][CH2:28][CH2:29][CH3:30])[Si:32]([Cl:31])([Cl:33])[Cl:34]. The reactants are ClC1=NC2=CC=C(C=C2C(=C1C1=CC=CC=C1)Cl)C(O)(C=1C=NC(=CC1)C(F)(F)F)C1=CN=CN1C ((2,4-Dichloro-3-phenylquinolin-6-yl)(1-methyl-1H-imidazol-5-yl) [6-(trifluoromethyl)pyridin-3-yl]methanol), Cl.CNOC (N,O-dimethylhydroxylamine hydrochloride). The solvent is CN(C=O)C (dimethylformamide). Conditions: temperature 100 celsius. Product: ClC1=C(C(=NC2=CC=C(C=C12)C(O)(C=1C=NC(=CC1)C(F)(F)F)C1=CN=CN1C)N(C)OC)C1=CC=CC=C1 ({4-Chloro-2-[methoxy(methyl)amino]-3-phenylquinolin-6-yl}(1-methyl-1H-imidazol-5-yl)[6-(trifluoromethyl)pyridin-3-yl]methanol). RXN SMILES: Cl[C:2]1[C:11]([C:12]2[CH:17]=[CH:16][CH:15]=[CH:14][CH:13]=2)=[C:10]([Cl:18])[C:9]2[C:4](=[CH:5][CH:6]=[C:7]([C:19]([C:31]3[N:35]([CH3:36])[CH:34]=[N:33][CH:32]=3)([C:21]3[CH:22]=[N:23][C:24]([C:27]([F:30])([F:29])[F:28])=[CH:25][CH:26]=3)[OH:20])[CH:8]=2)[N:3]=1.Cl.[CH3:38][NH:39][O:40][CH3:41]>CN(C)C=O>[Cl:18][C:10]1[C:9]2[C:4](=[CH:5][CH:6]=[C:7]([C:19]([C:31]3[N:35]([CH3:36])[CH:34]=[N:33][CH:32]=3)([C:21]3[CH:22]=[N:23][C:24]([C:27]([F:30])([F:28])[F:29])=[CH:25][CH:26]=3)[OH:20])[CH:8]=2)[N:3]=[C:2]([N:39]([O:40][CH3:41])[CH3:38])[C:11]=1[C:12]1[CH:17]=[CH:16][CH:15]=[CH:14][CH:13]=1 |f:1.2|. Procedure details: (2,4-Dichloro-3-phenylquinolin-6-yl)(1-methyl-1H-imidazol-5-yl) [6-(trifluoromethyl)pyridin-3-yl]methanol (200 mg, 0.378 mmol, Example 66), N,O-dimethylhydroxylamine hydrochloride (376 mg, 3.78 mmol), and dimethylformamide (2 mL) were combined in a reaction tube which was then sealed and heated to 100° C. for 48 hours. Analysis shows desired product, but also the presence of starting material. Additional N,O-dimethylhydroxylamine hydrochloride (190 mg, 0.195 mmol) was added and the contents were... Starting materials: BrC=1C=C(C=C(C1)Br)C (3,5-dibromotoluene), CS(=O)[O-].[Na+] (sodium methanesulfinate), N1[C@H](C(=O)O)CCC1 (proline), [OH-].[Na+] (sodium hydroxide). The reagents and catalysts are [Cu]I (copper(I) iodide). The solvent is O (H2O). Conditions: temperature 210 celsius. Product: BrC1=CC(=CC(=C1)C)S(=O)(=O)C (1-bromo-3-methanesulfonyl-5-methyl-benzene). Isolated yield 60.2%. RXN SMILES: [Br:1][C:2]1[CH:3]=[C:4]([CH3:9])[CH:5]=[C:6](Br)[CH:7]=1.[CH3:10][S:11]([O-:13])=[O:12].[Na+].N1CCC[C@H]1C(O)=O.[OH-].[Na+]>O.[Cu]I>[Br:1][C:2]1[CH:3]=[C:4]([CH3:9])[CH:5]=[C:6]([S:11]([CH3:10])(=[O:13])=[O:12])[CH:7]=1 |f:1.2,4.5|. Reported procedure: A mixture of 3,5-dibromotoluene (2.0 g, 8.0 mmol), sodium methanesulfinate (0.92 g, 9.0 mmol), copper(I) iodide (152 mg, 0.8 mmol), proline (0.18 g, 1.6 mmol) and sodium hydroxide (64 mg, 1.6 mmol) in DSMO (15 mL, anhyd) was heated in a microwave unit (Biotage Initiator™) at 210° C. for min. The reaction was repeated two more times and the reaction mixtures were combined, diluted with H2O and extracted with EtOAc. The combined extracts were washed with H2O and brine, then dried (Na2SO4), concent... Reactants: ClC=1C=C(C=CC1Cl)N1CC(N(CC1)CC)C(=O)NC1=CC=C(C=C1)[N+](=O)[O-] (4-(3,4-dichlorophenyl)-1-ethyl-N-(4-nitrophenyl)-2-piperazinecarboxamide), [Sn] (tin). Product: NC1=CC=C(C=C1)NC(=O)C1N(CCN(C1)C1=CC(=C(C=C1)Cl)Cl)CC (N-(4-Aminophenyl)-4-(3,4-dichlorophenyl)-1-ethyl-2-piperazinecarboxamide). Reaction SMILES: [Cl:1][C:2]1[CH:3]=[C:4]([N:9]2[CH2:14][CH2:13][N:12]([CH2:15][CH3:16])[CH:11]([C:17]([NH:19][C:20]3[CH:25]=[CH:24][C:23]([N+:26]([O-])=O)=[CH:22][CH:21]=3)=[O:18])[CH2:10]2)[CH:5]=[CH:6][C:7]=1[Cl:8].[Sn]>>[NH2:26][C:23]1[CH:24]=[CH:25][C:20]([NH:19][C:17]([CH:11]2[CH2:10][N:9]([C:4]3[CH:5]=[CH:6][C:7]([Cl:8])=[C:2]([Cl:1])[CH:3]=3)[CH2:14][CH2:13][N:12]2[CH2:15][CH3:16])=[O:18])=[CH:21][CH:22]=1 |^3:28|. Reported procedure: In a manner similar to preparation 20, react 4-(3,4-dichlorophenyl)-1-ethyl-N-(4-nitrophenyl)-2-piperazinecarboxamide with tin II chloride to obtain the title compound.